Dataset: the Open Reaction Database (ORD), a public repository of structured organic reaction records. Task: describe an organic reaction: reactants, conditions, products, and yield The reactants are CN1C(N(C(C=C1C(F)(F)F)=O)C=1C=CC2=C(C(=NS2)C2=C(C=CC(=C2)OC(C(=O)O)C)C)C1)=O (2-{{2-{5-[3,6-dihydro-3-methyl-2,6-dioxo-4-(trifluoromethyl)-1(2H)-pyrimidinyl]-1,2-benzisothiazol-3-yl}-p-tolyl}oxy}propionic acid), C(C(=O)Cl)(=O)Cl (oxalyl chloride), C(C)OCC (diethyl ether), resultant solution, C(C#C)O (propargyl alcohol). The solvent is C(Cl)Cl (methylene chloride), C(Cl)Cl (methylene chloride), C(Cl)Cl (methylene chloride), C(Cl)Cl (methylene chloride). Conditions: time 30 minute. Yields the product hexanes methylene chloride, CN1C(N(C(C=C1C(F)(F)F)=O)C=1C=CC2=C(C(=NS2)C2=C(C=CC(=C2)OC(C(=O)OCC#C)C)C)C1)=O (2-Propynyl 2-{{2-{5-[3.6-dihydro-3-methyl-2,6-dioxo-4-(trifluoromethyl)-1(2H)-pyrimidinyl]-1,2-benzisothiazol-3-yl}-p-tolyl}oxy}propionate). The yield is 73.6%. RXN SMILES: [CH3:1][N:2]1[C:7]([C:8]([F:11])([F:10])[F:9])=[CH:6][C:5](=[O:12])[N:4]([C:13]2[CH:14]=[CH:15][C:16]3[S:20][N:19]=[C:18]([C:21]4[CH:26]=[C:25]([O:27][CH:28]([CH3:32])[C:29]([OH:31])=[O:30])[CH:24]=[CH:23][C:22]=4[CH3:33])[C:17]=3[CH:34]=2)[C:3]1=[O:35].C(Cl)(=O)C(Cl)=O.[CH2:42](O)[C:43]#[CH:44].C(OCC)C>C(Cl)Cl>[CH3:1][N:2]1[C:7]([C:8]([F:10])([F:11])[F:9])=[CH:6][C:5](=[O:12])[N:4]([C:13]2[CH:14]=[CH:15][C:16]3[S:20][N:19]=[C:18]([C:21]4[CH:26]=[C:25]([O:27][CH:28]([CH3:32])[C:29]([O:31][CH2:44][C:43]#[CH:42])=[O:30])[CH:24]=[CH:23][C:22]=4[CH3:33])[C:17]=3[CH:34]=2)[C:3]1=[O:35]. Reported procedure: A mixture of 2-{{2-{5-[3,6-dihydro-3-methyl-2,6-dioxo-4-(trifluoromethyl)-1(2H)-pyrimidinyl]-1,2-benzisothiazol-3-yl}-p-tolyl}oxy}propionic acid (0.510 g, 1.00 mmol) and oxalyl chloride (0.380 g, 3.00 mmol) in methylene chloride is stirred at room temperature for 30 minutes and concentrated in vacuo to obtain a yellow foam. The foam is diluted with methylene chloride and the resultant solution is treated with a solution of propargyl alcohol (0.110 g, 2.00 mmol) in methylene chloride, stirred at ...